From a dataset of the Open Reaction Database (ORD), a public repository of structured organic reaction records. describe an organic reaction: reactants, conditions, products, and yield Reactants: C, C=CCN(C)S(=O)(=O)c1cc(-n2c(=O)cc(C(F)(F)F)n(C)c2=O)ccc1Cl, CCOC(C)=O, [H][H], CI, [Pd]. The product is CCCN(C)S(=O)(=O)c1cc(-n2c(=O)cc(C(F)(F)F)n(C)c2=O)ccc1Cl. RXN SMILES: [C:33].[CH3:1][N:2]([S:3](=[O:4])(=[O:5])[c:6]1[c:7]([Cl:25])[cH:8][cH:9][c:10](-[n:12]2[c:13](=[O:24])[n:14]([CH3:23])[c:15]([C:19]([F:20])([F:21])[F:22])[cH:16][c:17]2=[O:18])[cH:11]1)[CH2:26][CH:27]=[CH2:28].[CH3:35][CH2:36][O:37][C:38](=[O:39])[CH3:40].[H:31][H:32].[I:29][CH3:30].[Pd:34]>>[CH3:1][N:2]([S:3](=[O:4])(=[O:5])[c:6]1[c:7]([Cl:25])[cH:8][cH:9][c:10](-[n:12]2[c:13](=[O:24])[n:14]([CH3:23])[c:15]([C:19]([F:20])([F:21])[F:22])[cH:16][c:17]2=[O:18])[cH:11]1)[CH2:26][CH2:27][CH3:28]. Starting materials: ice water, C(CCC)[Li] (n-butyl lithium), CCCCCC (n-hexane), CC(C#C/C=C/CN(C)CC=1C=C(C=CC1)C(C)=O)(C)C (trans-3′-[N-(6,6-Dimethyl-2-hepten-4-ynyl)-N-methylaminomethyl]acetophenone). Reagents/catalysts: [Br-].C[P+](C1=CC=CC=C1)(C1=CC=CC=C1)C1=CC=CC=C1 (Methyl triphenylphosphonium bromide). Run in O1CCCC1 (tetrahydrofuran). The product is C(C)(C)(C)C1=CC=C(CN(C)CC2=CC(=CC=C2)C(=C)C)C=C1 (N-(4-tert-Butylbenzyl)-N-methyl-(3-isopropenylbenzyl)amine). Isolated yield 57.4%. Reaction SMILES: [CH2:1]([Li])[CH2:2]CC.[CH3:6]CCCCC.[CH3:12][C:13]([CH3:32])([CH3:31])[C:14]#[C:15]/[CH:16]=[CH:17]/[CH2:18][N:19]([CH2:21][C:22]1[CH:23]=[C:24]([C:28](=O)[CH3:29])[CH:25]=[CH:26][CH:27]=1)[CH3:20]>[Br-].C[P+](C1C=CC=CC=1)(C1C=CC=CC=1)C1C=CC=CC=1.O1CCCC1>[C:13]([C:14]1[CH:2]=[CH:1][C:17]([CH2:18][N:19]([CH2:21][C:22]2[CH:27]=[CH:26][CH:25]=[C:24]([C:28]([CH3:6])=[CH2:29])[CH:23]=2)[CH3:20])=[CH:16][CH:15]=1)([CH3:32])([CH3:31])[CH3:12] |f:3.4|. Procedure details: Methyl triphenylphosphonium bromide (1.97 g; 5.51 mmol) was suspended in tetrahydrofuran (15 ml). While the suspension was stirred under nitrogen atmosphere at room temperature, n-butyl lithium in n-hexane (1.68 M: 3.9 ml; 6.60 mmol) was added dropwise. After the reaction mixture turned deep red, the mixture was cooled in an ice bath, and Compound 1 (1.42 g; 4.59 mmol) in tetrohydrofuran (15 ml) was added dropwise thereto. After completion of the addition, the mixture was removed from the ice ba...